This data is from the Open Reaction Database (ORD), a public repository of structured organic reaction records. The task is: describe an organic reaction: reactants, conditions, products, and yield The reactants are C(C)NC1=CC2=C(CCN(CC2C)C(C(F)(F)F)=O)N=C1OC (N-ethyl-2-methoxy-5-methyl-7-(trifluoroacetyl)-6,7,8,9-tetrahydro-5H-pyrido[2,3-d]azepin-3-amine), C(=O)([O-])[O-].[K+].[K+] (K2CO3), 16h. Solvent: CO (MeOH). Yields the product C(C)NC1=CC2=C(CCNCC2C)N=C1OC (N-ethyl-2-methoxy-5-methyl-6,7,8,9-tetrahydro-5H-pyrido[2,3-d]azepin-3-amine). Yield: 86.7%. As a reaction SMILES: [CH2:1]([NH:3][C:4]1[C:21]([O:22][CH3:23])=[N:20][C:7]2[CH2:8][CH2:9][N:10](C(=O)C(F)(F)F)[CH2:11][CH:12]([CH3:13])[C:6]=2[CH:5]=1)[CH3:2].C([O-])([O-])=O.[K+].[K+]>CO>[CH2:1]([NH:3][C:4]1[C:21]([O:22][CH3:23])=[N:20][C:7]2[CH2:8][CH2:9][NH:10][CH2:11][CH:12]([CH3:13])[C:6]=2[CH:5]=1)[CH3:2] |f:1.2.3|. Reported procedure: A mixture of 2-methoxy-5-methyl-7-(trifluoroacetyl)-6,7,8,9-tetrahydro-5H -pyrido[2,3-d]azepin-3-amine (455 mg, 1.5 mmol), acetaldehyde (253 μl, 4.50 mmol) and 5% Pd/C (23.0 mg) in EtOH (18 ml) was subjected to H2 (50 psi) for 16 h at room temperature. The reaction mixture was filtered, concentrated under reduced pressure and purified by column chromatography to provide 280 mg (56%) of N-ethyl-2-methoxy-5-methyl-7-(trifluoroacetyl)-6,7,8,9-tetrahydro-5H-pyrido[2,3-d]azepin-3-amine. 1H NMR (CDCl3... Reactants: CC(=O)O, [K+], [N-]=C=O, CC1(C)C(=O)NC(=O)c2cc(N)ccc21. The product is CC1(C)C(=O)NC(=O)c2cc(NC(N)=O)ccc21. Reaction SMILES: [CH3:20][C:21](=[O:22])[OH:23].[K+:19].[N-:16]=[C:17]=[O:18].[NH2:1][c:2]1[cH:3][cH:4][c:5]2[c:10]([cH:11]1)[C:9](=[O:12])[NH:8][C:7](=[O:13])[C:6]2([CH3:14])[CH3:15]>>[NH:1]([c:2]1[cH:3][cH:4][c:5]2[c:10]([cH:11]1)[C:9](=[O:12])[NH:8][C:7](=[O:13])[C:6]2([CH3:14])[CH3:15])[C:17]([NH2:16])=[O:18].